Dataset: the Open Reaction Database (ORD), a public repository of structured organic reaction records. Task: describe an organic reaction: reactants, conditions, products, and yield Reactants: O=C1CCC(=O)N1Br, O=C(OOC(=O)c1ccccc1)c1ccccc1, ClC(Cl)(Cl)Cl, CCOC(=O)C=C(C)Oc1ccccc1. Product: CCOC(=O)C=C(CBr)Oc1ccccc1. As a reaction SMILES: [Br:16][N:17]1[C:18](=[O:19])[CH2:20][CH2:21][C:22]1=[O:23].[C:24]([O:25][O:26][C:27](=[O:28])[c:29]1[cH:30][cH:31][cH:32][cH:33][cH:34]1)(=[O:35])[c:36]1[cH:37][cH:38][cH:39][cH:40][cH:41]1.[C:42]([Cl:43])([Cl:44])([Cl:45])[Cl:46].[CH2:1]([CH3:2])[O:3][C:4]([CH:5]=[C:6]([CH3:7])[O:8][c:9]1[cH:10][cH:11][cH:12][cH:13][cH:14]1)=[O:15]>>[CH2:1]([CH3:2])[O:3][C:4]([CH:5]=[C:6]([CH2:7][Br:16])[O:8][c:9]1[cH:10][cH:11][cH:12][cH:13][cH:14]1)=[O:15]. The reactants are C1=CN(C=N1)C(=O)N2C=CN=C2 (CDI), C1=CN(C=N1)C(=O)N2C=CN=C2 (CDI), [OH-].[Na+] (NaOH), COC(C1=C(C=CC(=C1)OCCC)I)=O (methyl-5-propoxy-2-iodobenzoate), Cl (HCl), N (ammonia). Run in CO (MeOH), O (water). Conditions: temperature 50 celsius, time 3 hour. The product is IC1=C(C(=O)N)C=C(C=C1)OCCC (2-Iodo-5-propoxy-benzamide). As a reaction SMILES: [OH-].[Na+].C[O:4][C:5](=O)[C:6]1[CH:11]=[C:10]([O:12][CH2:13][CH2:14][CH3:15])[CH:9]=[CH:8][C:7]=1[I:16].Cl.C1N=C[N:21](C(N2C=NC=C2)=O)C=1.N>O.CO>[I:16][C:7]1[CH:8]=[CH:9][C:10]([O:12][CH2:13][CH2:14][CH3:15])=[CH:11][C:6]=1[C:5]([NH2:21])=[O:4] |f:0.1|. Procedure details: 129 mL (258 mmol) 2N NaOH are added to 4.12 g (12.9 mmol) methyl-5-propoxy-2-iodobenzoate (XXVII.1) 60 mL MeOH. The mixture is stirred at 50° C. for 3 h. After that time, the mixture was acidified to pH 5 with 1N aq. HCl and extracted with EtOAc (2×). The combined organic layers are washed with water and brine, dried over sodium sulphate and the solvent is removed in vacuo. The crude product is taken up in 30 mL THF and 2.04 g (12.6 mmol) CDI are added. The mixture is stirred at rt for 1 h. Addi... Procedure: The 4-chlorophthalic acid N-benzylimide is prepared by refluxing 4-chlorophthalic anhydride (13 g; 71.2 mmol) with 7.63 g (71.2 mmol) of benzylamine in xylene, the water being separated off. After evaporation of the mixture and recrystallisation of the residue from toluene/cyclohexane, 18.01 g (93% of theory) of 4-chlorophthalic acid N-benzylimide are obtained; melting point: 117°-119° C. The product is C(C1=CC=CC=C1)N=C(C=1C(C(=O)O)=CC(=CC1)Cl)O (4-chlorophthalic acid N-benzylimide). Reactants: ClC=1C=C2C(C(=O)OC2=O)=CC1 (4-chlorophthalic anhydride), C(C1=CC=CC=C1)N (benzylamine). As a reaction SMILES: [Cl:1][C:2]1[CH:3]=[C:4]2[C:9](=[O:10])[O:8][C:6](=[O:7])[C:5]2=[CH:11][CH:12]=1.[CH2:13]([NH2:20])[C:14]1[CH:19]=[CH:18][CH:17]=[CH:16][CH:15]=1>C1(C)C(C)=CC=CC=1>[CH2:13]([N:20]=[C:6]([OH:7])[C:5]1[C:4](=[CH:3][C:2]([Cl:1])=[CH:12][CH:11]=1)[C:9]([OH:8])=[O:10])[C:14]1[CH:19]=[CH:18][CH:17]=[CH:16][CH:15]=1. Solvent: C=1(C(=CC=CC1)C)C (xylene). Starting materials: C(C)[C@@H]1C(N(C=2C=NC(=NC2N1C(C)C)NC1=C(C=C(C=C1)N1CCN(CC1)CCCNC(OCC1=CC=CC=C1)=O)OC)C)=O (benzyl (3-{4-[4-((R)-7-ethyl-8-isopropyl-5-methyl-6-oxo-5,6,7,8-tetrahydro-pteridin-2-ylamino)-3-methoxy-phenyl]-piperazin-1-yl}-propyl)-carbamate), [H][H] (hydrogen). Reagents/catalysts: [OH-].[Pd+2].[OH-] (palladium hydroxide). The solvent is CO (methanol). Run at temperature 20 celsius, time 24 hour. Yields the product NCCCN1CCN(CC1)C1=CC(=C(C=C1)NC1=NC=2N([C@@H](C(N(C2C=N1)C)=O)CC)C(C)C)OC ((R)-2-{4-[4-(3-amino-propyl)-piperazin-1-yl]-2-methoxy-phenylamino}-7-ethyl-8-isopropyl-5-methyl-7,8-dihydro-5H-pteridin-6-one). RXN SMILES: [CH2:1]([C@H:3]1[N:12]([CH:13]([CH3:15])[CH3:14])[C:11]2[N:10]=[C:9]([NH:16][C:17]3[CH:22]=[CH:21][C:20]([N:23]4[CH2:28][CH2:27][N:26]([CH2:29][CH2:30][CH2:31][NH:32]C(=O)OCC5C=CC=CC=5)[CH2:25][CH2:24]4)=[CH:19][C:18]=3[O:43][CH3:44])[N:8]=[CH:7][C:6]=2[N:5]([CH3:45])[C:4]1=[O:46])[CH3:2].[H][H]>CO.[OH-].[Pd+2].[OH-]>[NH2:32][CH2:31][CH2:30][CH2:29][N:26]1[CH2:27][CH2:28][N:23]([C:20]2[CH:21]=[CH:22][C:17]([NH:16][C:9]3[N:8]=[CH:7][C:6]4[N:5]([CH3:45])[C:4](=[O:46])[C@@H:3]([CH2:1][CH3:2])[N:12]([CH:13]([CH3:14])[CH3:15])[C:11]=4[N:10]=3)=[C:18]([O:43][CH3:44])[CH:19]=2)[CH2:24][CH2:25]1 |f:3.4.5|. Procedure details: 33 mg (0.045 mmol) benzyl (3-{4-[4-((R)-7-ethyl-8-isopropyl-5-methyl-6-oxo-5,6,7,8-tetrahydro-pteridin-2-ylamino)-3-methoxy-phenyl]-piperazin-1-yl}-propyl)-carbamate are taken up in 5 ml of methanol combined with 4 mg palladium hydroxide and stirred for 24 h at 20° C. and 7 bar hydrogen pressure. Then the catalyst is filtered off and the solvent is eliminated in vacuo. Starting materials: N1CCC(CC1)OC1=NC=C(C(=O)N)C=C1 (6-(piperidin-4-yloxy)-nicotinamide), C(C)(=O)O[BH-](OC(C)=O)OC(C)=O.[Na+] (sodium triacetoxy-borohydride), N1=C(C=CC=C1)C=O (pyridine-2-carbaldehyde). Run in C(Cl)Cl (CH2Cl2), C(Cl)Cl (CH2Cl2). Conditions: time 3 hour. Yields the product N1=C(C=CC=C1)CN1CCC(CC1)OC1=NC=C(C(=O)N)C=C1 (6-(1-Pyridin-2-ylmethyl-piperidin-4-yloxy)-nicotinamide). The yield is 59.0%. RXN SMILES: [NH:1]1[CH2:6][CH2:5][CH:4]([O:7][C:8]2[CH:16]=[CH:15][C:11]([C:12]([NH2:14])=[O:13])=[CH:10][N:9]=2)[CH2:3][CH2:2]1.C(O[BH-](OC(=O)C)OC(=O)C)(=O)C.[Na+].[N:31]1[CH:36]=[CH:35][CH:34]=[CH:33][C:32]=1[CH:37]=O>C(Cl)Cl>[N:31]1[CH:36]=[CH:35][CH:34]=[CH:33][C:32]=1[CH2:37][N:1]1[CH2:6][CH2:5][CH:4]([O:7][C:8]2[CH:16]=[CH:15][C:11]([C:12]([NH2:14])=[O:13])=[CH:10][N:9]=2)[CH2:3][CH2:2]1 |f:1.2|. Reported procedure: Combine 6-(piperidin-4-yloxy)-nicotinamide (100 mg, 0.45 mmol) with sodium triacetoxy-borohydride (124 mg, 0.59 mmol) and pyridine-2-carbaldehyde (43 μL, 045 mmol) in CH2Cl2 (1.5 mL). Stir the reaction mixture for 3 h. Then, dilute the reaction mixture with CH2Cl2 (5 mL) and washed with NaOH (1M aq, 5 mL). Dry the organic layer over sodium sulfate, filter and concentrate. Purify the residue through an SCX chromatography to provide the title compound (83 mg, 59%). Mass spectrum (ion spray): m/z=3... Starting materials: C1[C@@H]([C@@H]([C@@H]2C[C@]1(C(=O)O2)O)O)O (quinide), Cl (HCl), C([O-])(O)=O.[Na+] (sodium bicarbonate), [Na+].[Cl-] (NaCl). The solvent is C1CCOC1 (THF). Conditions: temperature 0 celsius. Yields the product C1[C@@](C[C@H]([C@@H]([C@@H]1O)O)O)(O)C(=O)O (quinic acid), powder. Yield: 99.0%. Reaction SMILES: [CH2:1]1[C@:6]2([OH:10])[C:7]([O:9][C@@H:4]([CH2:5]2)[C@@H:3]([OH:11])[C@H:2]1[OH:12])=[O:8].Cl.C(=O)(O)[O-:15].[Na+].[Na+].[Cl-]>C1COCC1>[CH2:5]1[C@@H:4]([OH:9])[C@@H:3]([OH:11])[C@H:2]([OH:12])[CH2:1][C@@:6]1([C:7]([OH:15])=[O:8])[OH:10] |f:2.3,4.5|. Procedure details: A solution of 12.7 g (12.2 mmol) 1,3-O-dicarbotrichloroethoxy-4-O-dicarbotrichloroethoxycaffeoyl quinide in 870 ml THF is treated for 3 days with 9 ml concentrated HCl. After cooling to 0° C., the reaction mixture is adjusted to pH 2 by addition of solid sodium bicarbonate and is then saturated with NaCl. The organic phase is then separated and the aqueous phase is extracted with 2×20 ml ethyl acetate. After the combined organic phases have been dried over sodium sulfate, the solvents are evapor...